This data is from the Open Reaction Database (ORD), a public repository of structured organic reaction records. The task is: describe an organic reaction: reactants, conditions, products, and yield Starting materials: C(C(=C)C)(=O)OC1C2CC3C1OC(C3C2C(=O)OC(C)(C)C)=O (7-Tert-butoxycarbonyl-2-oxohexahydro-3,5-methano-2H-cyclopenta[b]furane-6-yl Methacrylate). Solvent: C(=O)O (formic acid). Reaction conditions: temperature 25 celsius, time 16 hour. Yields the product C(C(=C)C)(=O)OC1C2CC3C1OC(C3C2C(=O)O)=O (6-Methacryloyloxy-2-oxohexahydro-3,5-methano-2H-cyclopenta[b]furane-7-carboxylic Acid). The yield is 80.9%. Reaction SMILES: [C:1]([O:6][CH:7]1[CH:11]2[O:12][C:13](=[O:23])[CH:14]3[CH:15]([C:16]([O:18]C(C)(C)C)=[O:17])[CH:8]1[CH2:9][CH:10]23)(=[O:5])[C:2]([CH3:4])=[CH2:3]>C(O)=O>[C:1]([O:6][CH:7]1[CH:11]2[O:12][C:13](=[O:23])[CH:14]3[CH:15]([C:16]([OH:18])=[O:17])[CH:8]1[CH2:9][CH:10]23)(=[O:5])[C:2]([CH3:4])=[CH2:3]. Procedure details: Dissolved into 810 g of formic acid was 202.2 g of the methacrylate ester (25) obtained in Synthesis Example 1-1-1; and then, the resulting mixture was stirred at 25° C. for 16 hours. After formic acid was removed by distillation under reduced pressure, recrystallization was made from ethyl acetate to give 135.1 g of the intended product (Yield 81%). Starting materials: Cl.ClCC1=CN=CN1C(C)C1=CC=CC=C1 (5-(chloromethyl)-1-(1-phenylethyl)-1H-imidazole monohydrochloride), CN(C=O)C (N,N-dimethylformamide), N (ammonia), CN (methanamine). The solvent is ClC(Cl)Cl (trichloromethane), CO (methanol). The product is Cl.Cl.CNCC1=CN=CN1C(C)C1=CC=CC=C1 ((±)-N-methyl-1-(1-phenylethyl)-1H-imidazole-5-methanamine dihydrochloride). Isolated yield 44.5%. Reaction SMILES: [ClH:1].[Cl:2][CH2:3][C:4]1[N:8]([CH:9]([C:11]2[CH:16]=[CH:15][CH:14]=[CH:13][CH:12]=2)[CH3:10])[CH:7]=[N:6][CH:5]=1.[CH3:17][N:18](C)C=O.CN.N>ClC(Cl)Cl.CO>[ClH:2].[ClH:1].[CH3:17][NH:18][CH2:3][C:4]1[N:8]([CH:9]([C:11]2[CH:16]=[CH:15][CH:14]=[CH:13][CH:12]=2)[CH3:10])[CH:7]=[N:6][CH:5]=1 |f:0.1,7.8.9|. Reported procedure: Through a stirred mixture of 3 parts of 5-(chloromethyl)-1-(1-phenylethyl)-1H-imidazole monohydrochloride and 45 parts of N,N-dimethylformamide were bubbled 3 equivalents of gaseous methanamine at room temperature during a 1 hour-period: exothermic reaction, the temperature rose to 50° C. The reaction mixture was taken up in trichloromethane and methanol, previously saturated with ammonia, was added. The formed precipitate was filtered off and the filtrate was purified by column chromatography o... The reactants are O (water), OC1=C(C=CC=C1)C(=C)CN1C=NC=C1 (2-(2-Hydroxyphenyl)-3-(imidazol-1-yl)-1-propene), C1(=CC=CC=C1)C1=CC=C(CCl)C=C1 (4-phenylbenzylchloride), [H-].[Na+] (sodium hydride). The solvent is CN(C=O)C (dimethylformamide). The product is C1(=CC=CC=C1)C1=CC=C(COC2=C(C=CC=C2)C(=C)CN2C=NC=C2)C=C1 (2-[2-(4-Phenylbenzyloxy)phenyl]-3-(imidazol-1-yl)propene). Reaction SMILES: [OH:1][C:2]1[CH:7]=[CH:6][CH:5]=[CH:4][C:3]=1[C:8]([CH2:10][N:11]1[CH:15]=[CH:14][N:13]=[CH:12]1)=[CH2:9].[H-].[Na+].[C:18]1([C:24]2[CH:31]=[CH:30][C:27]([CH2:28]Cl)=[CH:26][CH:25]=2)[CH:23]=[CH:22][CH:21]=[CH:20][CH:19]=1.O>CN(C)C=O>[C:18]1([C:24]2[CH:25]=[CH:26][C:27]([CH2:28][O:1][C:2]3[CH:7]=[CH:6][CH:5]=[CH:4][C:3]=3[C:8]([CH2:10][N:11]3[CH:15]=[CH:14][N:13]=[CH:12]3)=[CH2:9])=[CH:30][CH:31]=2)[CH:19]=[CH:20][CH:21]=[CH:22][CH:23]=1 |f:1.2|. Procedure details: 2-(2-Hydroxyphenyl)-3-(imidazol-1-yl)-1-propene (400 mg, 2.0 mmole) was dissolved in dimethylformamide (5 ml) and sodium hydride (60% dispersion in oil)(110 mg, 2.75 mmole) was added to the solution with stirring and ice-cooling. After stirring for additional 30 minutes, 4-phenylbenzylchloride (490 mg, 2.42 mmole) was added and the mixture was stirred overnight at room temperature. Then, the mixture was poured into water (50 ml) and extracted with diethyl ether (75 ml×2). The extract was washed ... Starting materials: C(=O)(O)[O-].[Na+] (NaHCO3), crude product, CSC1=CC=C(C=C1)N1N=C(C=C1C1=CC=C(OCCNC(=O)N)C=C1)C(F)(F)F (N-(2-{4-[1-[4-(methylthio)phenyl]-3-(trifluoromethyl)-1H-pyrazol-5-yl]phenoxy}ethyl)urea), C1=CC(=CC(=C1)Cl)C(=O)OO (mCPBA). The solvent is C(Cl)Cl (CH2Cl2), C(Cl)Cl (CH2Cl2). Conditions: time 18 hour. Yields the product CS(=O)C1=CC=C(C=C1)N1N=C(C=C1C1=CC=C(OCCNC(=O)N)C=C1)C(F)(F)F (N-(2-{4-[1-[4-(methylsulfinyl)phenyl]-3-(trifluoromethyl)-1H-pyrazol-5-yl]phenoxy}ethyl)urea). Yield: 79.9%. Reaction SMILES: [CH3:1][S:2][C:3]1[CH:8]=[CH:7][C:6]([N:9]2[C:13]([C:14]3[CH:26]=[CH:25][C:17]([O:18][CH2:19][CH2:20][NH:21][C:22]([NH2:24])=[O:23])=[CH:16][CH:15]=3)=[CH:12][C:11]([C:27]([F:30])([F:29])[F:28])=[N:10]2)=[CH:5][CH:4]=1.C1C=C(Cl)C=C(C(OO)=[O:39])C=1.C([O-])(O)=O.[Na+]>C(Cl)Cl>[CH3:1][S:2]([C:3]1[CH:8]=[CH:7][C:6]([N:9]2[C:13]([C:14]3[CH:26]=[CH:25][C:17]([O:18][CH2:19][CH2:20][NH:21][C:22]([NH2:24])=[O:23])=[CH:16][CH:15]=3)=[CH:12][C:11]([C:27]([F:30])([F:28])[F:29])=[N:10]2)=[CH:5][CH:4]=1)=[O:39] |f:2.3|. Procedure: A mixture of N-(2-{4-[1-[4-(methylthio)phenyl]-3-(trifluoromethyl)-1H-pyrazol-5-yl]phenoxy}ethyl)urea (250 mg) and mCPBA (326 mg) in CH2Cl2 (10 ml) was stirred for 18 hrs. sat. NaHCO3 and CH2Cl2 was added. Aqueous layer was separated and extracted. The combined organic layer was washed with sat. NaHCO3 (twice), dried and evaporated to give 207 mg (79.9%) of crude product. The crude product was column chromatographed by preparative TLC to give 207 mg (80%) of N-(2-{4-[1-[4-(methylsulfinyl)phenyl]... The reactants are CC(CNC(=O)CCC1=CC=C(C#N)C=C1)(C)C (4-[2-(2,2-dimethylpropyl-carbamoyl)-ethyl]-benzonitrile). The reagents and catalysts are Cl (HCl), [Pd] (Pd/C). Run in CO (methanol). Yields the product CC(CNC(=O)CCC1=CC=C(CN)C=C1)(C)C (4-[2-(2,2-Dimethylpropyl-carbamoyl)-ethyl]-benzylamine). The yield is 96.2%. Reaction SMILES: [CH3:1][C:2]([CH3:18])([CH3:17])[CH2:3][NH:4][C:5]([CH2:7][CH2:8][C:9]1[CH:16]=[CH:15][C:12]([C:13]#[N:14])=[CH:11][CH:10]=1)=[O:6]>CO.Cl.[Pd]>[CH3:1][C:2]([CH3:18])([CH3:17])[CH2:3][NH:4][C:5]([CH2:7][CH2:8][C:9]1[CH:10]=[CH:11][C:12]([CH2:13][NH2:14])=[CH:15][CH:16]=1)=[O:6]. Procedure details: Bubble nitrogen into a solution of 4-[2-(2,2-dimethylpropyl-carbamoyl)-ethyl]-benzonitrile (740 mg, 3.0 mmol) in methanol (60 mL) with 3 drops of concentrated HCl for 10 min. Add 10% Pd/C (Degussa type E101, 148 mg) and submit the mixture to hydrogenation at atmospheric pressure overnight. Filter the catalyst over Celite® and concentrate the filtrate in vacuo. Elute the compound through a SCX column to obtain the title compound (717 mg, 95%). MS (ES+) m/z: 249 (M+H)+. The reactants are COC(C1=CC(=CC(=C1)N1N=NN=C1)C1=NC=CC=C1OC)=O (3-(3-Methoxy-pyridin-2-yl)-5-tetrazol-1-yl-benzoic acid methyl ester), C1CCOC1 (THF), O[Li].O (LiOH.H2O). Solvent: CO (MeOH). Reaction conditions: time 18 hour. The product is COC=1C(=NC=CC1)C=1C=C(C(=O)O)C=C(C1)N1N=NN=C1 (3-(3-methoxy-pyridin-2-yl)-5-tetrazol-1-yl-benzoic acid). Isolated yield 90.6%. As a reaction SMILES: C[O:2][C:3](=[O:23])[C:4]1[CH:9]=[C:8]([N:10]2[CH:14]=[N:13][N:12]=[N:11]2)[CH:7]=[C:6]([C:15]2[C:20]([O:21][CH3:22])=[CH:19][CH:18]=[CH:17][N:16]=2)[CH:5]=1.C1COCC1.O[Li].O>CO>[CH3:22][O:21][C:20]1[C:15]([C:6]2[CH:5]=[C:4]([CH:9]=[C:8]([N:10]3[CH:14]=[N:13][N:12]=[N:11]3)[CH:7]=2)[C:3]([OH:23])=[O:2])=[N:16][CH:17]=[CH:18][CH:19]=1 |f:2.3|. Procedure: 3-(3-Methoxy-pyridin-2-yl)-5-tetrazol-1-yl-benzoic acid methyl ester (170 mg, 0.52 mmol) was added to a mixture of THF (20 mL) and MeOH (5 mL) and cooled to ice bath temperature under nitrogen atmosphere. LiOH.H2O (8.8 g, 2.1 mmol) was added, and the reaction mixture was stirred for 18 hours at room temperature. The reaction mixture was concentrated under reduced pressure and 10.0 g of water ice and 10 mL of 10% aqueous HOAc were added to the residue. The resulting mixture was filtered, and the ... Reactants: BrC=1C=C(C(=C(/C=N/O)C1)F)C ((E)-5-bromo-2-fluoro-3-methylbenzaldehyde oxime). Solvent: C(C)(=O)OC(C)=O (acetic anhydride), O (water). Product: BrC=1C=C(C(=C(C#N)C1)F)C (5-Bromo-2-fluoro-3-methylbenzonitrile). RXN SMILES: [Br:1][C:2]1[CH:3]=[C:4]([CH3:12])[C:5]([F:11])=[C:6]([CH:10]=1)/[CH:7]=[N:8]/O>C(OC(=O)C)(=O)C.O>[Br:1][C:2]1[CH:3]=[C:4]([CH3:12])[C:5]([F:11])=[C:6]([CH:10]=1)[C:7]#[N:8]. Procedure: A stirred solution of (E)-5-bromo-2-fluoro-3-methylbenzaldehyde oxime (0.5 g, 2.2 mmol) in acetic anhydride (5.0 mL) was heated to reflux for 18 h. The reaction mixture was diluted with water and extracted with ethyl acetate. The combined ethyl acetate layer was washed with brine and dried over Na2SO4 and concentrated under reduced pressure to afford the crude compound as a light brown gummy material (0.4 g, crude): ESIMS m/z 213.82 ([M+H]+). Reactants: CN(C)C=O (DMF), compound, N1CCC(CC1)N1C(NC2=C1C=CC=C2)=O (1-piperidin-4-yl-1,3-dihydrobenzimidazol-2-one), C(C)#N (acetonitrile). Run in C(C)(=O)OCC (ethyl acetate). Run at temperature 50 celsius, time 5 hour. Product: N=1C=C(N2C1C=CC=C2)CCCN2CCC(CC2)N2C(NC1=C2C=CC=C1)=O (1-[1-(3-imidazo[1,2-a]pyridin-3-ylpropyl)piperidin-4-yl]-1,3-dihydrobenzimidazol-2-one). Reaction SMILES: [NH:1]1[CH2:6][CH2:5][CH:4]([N:7]2[C:11]3[CH:12]=[CH:13][CH:14]=[CH:15][C:10]=3[NH:9][C:8]2=[O:16])[CH2:3][CH2:2]1.[CH3:17][N:18]([CH:20]=O)[CH3:19].[C:22](#[N:24])C>C(OCC)(=O)C>[N:24]1[CH:22]=[C:17]([CH2:11][CH2:10][CH2:15][N:1]2[CH2:2][CH2:3][CH:4]([N:7]3[C:11]4[CH:12]=[CH:13][CH:14]=[CH:15][C:10]=4[NH:9][C:8]3=[O:16])[CH2:5][CH2:6]2)[N:18]2[CH:20]=[CH:4][CH:3]=[CH:2][C:19]=12. Procedure details: 240 mg (2.21 mmol) of 1-piperidin-4-yl-1,3-dihydrobenzimidazol-2-one is dissolved in 3.5 ml of acetonitrile and 3.5 ml of DMF at 50° C. and at this temperature a solution of 240 mg (1.00 mmol) of the compound of Example 11.3 in 7.5 ml of ethyl acetate is added dropwise. The mixture is initially stirred for 5 hours at 50° C., then for 72 hours at RT. The solution is evaporated down and the residue is purified by flash chromatography (dichloromethane/ethanol 90:10), yielding 48 mg of product. MS: ... The reactants are O=C([O-])[O-], COc1ccc(C2(CCS(C)(=O)=O)CCN(C(=O)c3cc(OC)c(OC)c(OC)c3)C2)cc1OC, CN(C)C=O, ClCCl, [K+], [K+], OC(c1ccccc1)(c1ccccc1)C1CCNCC1. The product is COc1ccc(C2(CCN3CCC(C(O)(c4ccccc4)c4ccccc4)CC3)CCN(C(=O)c3cc(OC)c(OC)c(OC)c3)C2)cc1OC. Reaction SMILES: [C:56](=[O:57])([O-:58])[O-:59].[CH3:1][O:2][c:3]1[cH:4][c:5]([C:6](=[O:7])[N:8]2[CH2:9][C:10]([CH2:13][CH2:14][S:15]([CH3:16])(=[O:17])=[O:18])([c:19]3[cH:20][c:21]([O:27][CH3:28])[c:22]([O:25][CH3:26])[cH:23][cH:24]3)[CH2:11][CH2:12]2)[cH:29][c:30]([O:34][CH3:35])[c:31]1[O:32][CH3:33].[CH3:65][N:66]([CH3:67])[CH:68]=[O:69].[Cl:62][CH2:63][Cl:64].[K+:60].[K+:61].[OH:36][C:37]([CH:38]1[CH2:39][CH2:40][NH:41][CH2:42][CH2:43]1)([c:44]1[cH:45][cH:46][cH:47][cH:48][cH:49]1)[c:50]1[cH:51][cH:52][cH:53][cH:54][cH:55]1>>[CH3:1][O:2][c:3]1[cH:4][c:5]([C:6](=[O:7])[N:8]2[CH2:9][C:10]([CH2:13][CH2:14][N:41]3[CH2:40][CH2:39][CH:38]([C:37]([OH:36])([c:44]4[cH:45][cH:46][cH:47][cH:48][cH:49]4)[c:50]4[cH:51][cH:52][cH:53][cH:54][cH:55]4)[CH2:43][CH2:42]3)([c:19]3[cH:20][c:21]([O:27][CH3:28])[c:22]([O:25][CH3:26])[cH:23][cH:24]3)[CH2:11][CH2:12]2)[cH:29][c:30]([O:34][CH3:35])[c:31]1[O:32][CH3:33]. Starting materials: C1(=CC=CC=C1)CCC(=O)OC (methyl 3-phenylpropionate), CP(OC)(OC)=O (dimethyl methylphosphonate), C(CCC)[Li] (n-butyl lithium), CCCCCC (hexane). Run in C(C)(=O)O (acetic acid), O (water), C1CCOC1 (THF), C1CCOC1 (THF). Conditions: temperature 0 celsius, time 30 minute. Yields the product O=C(CP(OC)(OC)=O)CCC1=CC=CC=C1 (dimethyl 2-oxo-4-phenylbutylphosphonate). Yield: 96.7%. RXN SMILES: [CH3:1][P:2](=[O:7])([O:5][CH3:6])[O:3][CH3:4].C([Li])CCC.CCCCCC.[C:19]1([CH2:25][CH2:26][C:27](OC)=[O:28])[CH:24]=[CH:23][CH:22]=[CH:21][CH:20]=1>C1COCC1.C(O)(=O)C.O>[O:28]=[C:27]([CH2:26][CH2:25][C:19]1[CH:24]=[CH:23][CH:22]=[CH:21][CH:20]=1)[CH2:1][P:2](=[O:7])([O:5][CH3:6])[O:3][CH3:4]. Reported procedure: To a stirred solution of dimethyl methylphosphonate (8.85 g, 0.071 mol) in 150 ml of anhydrous THF at -78° C. was added dropwise a solution of n-butyl lithium in hexane (1.67N, 43.1 ml, 0.072 mol) under argon atmosphere, and the mixture was stirred for 30 minutes. To this reaction solution was added methyl 3-phenylpropionate (5.0 g, 0.030 mol) in 10 ml of anhydrous THF. After being stirred for 30 minutes, the reaction mixture was allowed to warm to 0° C., diluted with 5.5 ml of acetic acid and 1...